From a dataset of the Open Reaction Database (ORD), a public repository of structured organic reaction records. describe an organic reaction: reactants, conditions, products, and yield Reactants: CC1=C(C=CC(=C1)C)C1=C(C(=NS1)C(F)(F)F)CO ([5-(2,4-dimethylphenyl)-3-(trifluoromethyl)-1,2-thiazol-4-yl]methanol), P(CCCC)(CCCC)CCCC (n-Bu3P), OC1=C(C(=C(C=C1)CCC(=O)OCC)C)C (ethyl 3-(4-hydroxy-2,3-dimethylphenyl)propanoate), C1CCN(CC1)C(=O)N=NC(=O)N2CCCCC2 (ADDP). Conditions: temperature 60 celsius, time 8 hour. The product is CC1=C(C=CC(=C1)C)C1=C(C(=NS1)C(F)(F)F)COC1=C(C(=C(C=C1)CCC(=O)OCC)C)C (Ethyl 3-(4-[[5-(2,4-dimethylphenyl)-3-(trifluoromethyl)-1,2-thiazol-4-yl]methoxy]-2,3-dimethylphenyl)propanoate). As a reaction SMILES: [CH3:1][C:2]1[CH:7]=[C:6]([CH3:8])[CH:5]=[CH:4][C:3]=1[C:9]1[S:13][N:12]=[C:11]([C:14]([F:17])([F:16])[F:15])[C:10]=1[CH2:18][OH:19].O[C:21]1[CH:26]=[CH:25][C:24]([CH2:27][CH2:28][C:29]([O:31][CH2:32][CH3:33])=[O:30])=[C:23]([CH3:34])[C:22]=1[CH3:35].C1CCN(C(N=NC(N2CCCCC2)=O)=O)CC1.P(CCCC)(CCCC)CCCC>>[CH3:1][C:2]1[CH:7]=[C:6]([CH3:8])[CH:5]=[CH:4][C:3]=1[C:9]1[S:13][N:12]=[C:11]([C:14]([F:17])([F:16])[F:15])[C:10]=1[CH2:18][O:19][C:21]1[CH:26]=[CH:25][C:24]([CH2:27][CH2:28][C:29]([O:31][CH2:32][CH3:33])=[O:30])=[C:23]([CH3:34])[C:22]=1[CH3:35]. Reported procedure: Into a 50-mL round-bottom flask purged and maintained with an inert atmosphere of nitrogen, was placed [5-(2,4-dimethylphenyl)-3-(trifluoromethyl)-1,2-thiazol-4-yl]methanol (100 mg, 0.35 mmol, 1.00 equiv), tol (3 mL), ethyl 3-(4-hydroxy-2,3-dimethylphenyl)propanoate (154 mg, 0.69 mmol, 1.99 equiv), ADDP (174 mg, 0.70 mmol, 2.00 equiv), n-Bu3P (140 mg, 0.69 mmol, 1.99 equiv). The resulting solution was stirred overnight at 60° C. The resulting mixture was concentrated under vacuum. The residue wa... Starting materials: [BH4-], Cc1c(Br)ccc2c1C(=O)CCS2, ClCCl, CO, Cl, [Na+]. Yields the product COC1CCSc2ccc(Br)c(C)c21. As a reaction SMILES: [BH4-:14].[Br:1][c:2]1[c:3]([CH3:13])[c:4]2[c:9]([cH:10][cH:11]1)[S:8][CH2:7][CH2:6][C:5]2=[O:12].[CH2:17]([Cl:18])[Cl:19].[CH3:20][OH:21].[ClH:16].[Na+:15]>>[Br:1][c:2]1[c:3]([CH3:13])[c:4]2[c:9]([cH:10][cH:11]1)[S:8][CH2:7][CH2:6][CH:5]2[O:12][CH3:17]. The yield is 61.4%. Starting materials: O (water), ammonium sulfide, crude product, C(#N)C(C1=C(C(=CC(=C1)OC)OCCO)F)NC1=CC=C(C#N)C=C1 (4-({cyano[2-fluoro-3-(2-hydroxyethoxy)-5-methoxyphenyl]methyl}amino)benzonitrile). The product is C(#N)C1=CC=C(C=C1)NC(C(=S)N)C1=C(C(=CC(=C1)OC)OCCO)F (2-(4-cyanophenylamino)-2-[2-fluoro-3-(2-hydroxyethoxy)-5-methoxyphenyl]thioacetamide). Procedure details: The crude product of 4-({cyano[2-fluoro-3-(2-hydroxyethoxy)-5-methoxyphenyl]methyl}amino)benzonitrile (2.77 g) obtained in Example 30 was dissolved in tetrahydrofuran (4.26 mL) and methanol (4.26 mL), and 20% aqueous ammonium sulfide solution (8.54 mL, 25 mmol) was added dropwise thereto at room temperature, and the resulting mixture was stirred at the same temperature. After completion of the reaction, water (4.26 mL) was added dropwise to the reaction mixture, and the resulting mixture was sti... Run in CO (methanol), O1CCCC1 (tetrahydrofuran). Reaction SMILES: [C:1]([CH:3]([NH:17][C:18]1[CH:25]=[CH:24][C:21]([C:22]#[N:23])=[CH:20][CH:19]=1)[C:4]1[CH:9]=[C:8]([O:10][CH3:11])[CH:7]=[C:6]([O:12][CH2:13][CH2:14][OH:15])[C:5]=1[F:16])#[N:2].[NH4+]=[S:27].O>O1CCCC1.CO>[C:22]([C:21]1[CH:20]=[CH:19][C:18]([NH:17][CH:3]([C:4]2[CH:9]=[C:8]([O:10][CH3:11])[CH:7]=[C:6]([O:12][CH2:13][CH2:14][OH:15])[C:5]=2[F:16])[C:1]([NH2:2])=[S:27])=[CH:25][CH:24]=1)#[N:23]. The reactants are ice water, C(CCC)[Li] (butyllithium), BrC=1C=NC=CC1 (3-bromopyridine), C(#N)C=1C=C(C=O)C=CC1 (3-cyanobenzaldehyde). Run in C1CCOC1 (THF), CCCCCC (n-hexane), C(C)OCC (diethyl ether), C(C)OCC (diethyl ether), C(C)OCC (diethyl ether), C1CCOC1 (THF). Run at time 10 minute. The product is C(#N)C=1C=C(C=CC1)C(O)C=1C=NC=CC1 (3-Cyanophenyl-3-pyridinyl-methanol). Reaction SMILES: C([Li])CCC.Br[C:7]1[CH:8]=[N:9][CH:10]=[CH:11][CH:12]=1.[C:13]([C:15]1[CH:16]=[C:17]([CH:20]=[CH:21][CH:22]=1)[CH:18]=[O:19])#[N:14]>CCCCCC.C1COCC1.C(OCC)C>[C:13]([C:15]1[CH:16]=[C:17]([CH:18]([C:7]2[CH:8]=[N:9][CH:10]=[CH:11][CH:12]=2)[OH:19])[CH:20]=[CH:21][CH:22]=1)#[N:14]. Reported procedure: 52.8 ml of 2.5 molar butyllithium solution (0.132 mol) in n-hexane are cooled to -78° C. under argon in a mixture of 66 ml of abs. THF and 66 ml of abs. diethyl ether. 17.38 g (0.11 mol) of 3-bromopyridine in 132 ml of abs. diethyl ether are added dropwise to this in the course of 90 min. and the mixture is subsequently stirred for 10 min. 14.5 g (0.11 mol) of 3-cyanobenzaldehyde in 275 ml of abs. diethyl ether and 44 ml of abs. THF are added dropwise to this solution. It is slowly allowed to co... The reactants are NC=1C=CC(=C(C1)C#CC=1C=C(C=NC1)NC(OC(C)(C)C)=O)NC(=O)OC(C)(C)C (tert-butyl [5-({5-amino-2-[(tert-butoxycarbonyl)amino]phenyl}ethynyl)pyridin-3-yl]carbamate). The reagents and catalysts are [Pd] (palladium on carbon). Run in CO (methanol). Reaction conditions: time 2 hour. The product is NC=1C=CC(=C(C1)CCC=1C=C(C=NC1)NC(OC(C)(C)C)=O)NC(=O)OC(C)(C)C (tert-Butyl [5-(2-{5-amino-2-[(tert-butoxycarbonyl)amino]phenyl}ethyl)pyridin-3-yl]carbamate). The yield is 92.6%. As a reaction SMILES: [NH2:1][C:2]1[CH:3]=[CH:4][C:5]([NH:24][C:25]([O:27][C:28]([CH3:31])([CH3:30])[CH3:29])=[O:26])=[C:6]([C:8]#[C:9][C:10]2[CH:11]=[C:12]([NH:16][C:17](=[O:23])[O:18][C:19]([CH3:22])([CH3:21])[CH3:20])[CH:13]=[N:14][CH:15]=2)[CH:7]=1>CO.[Pd]>[NH2:1][C:2]1[CH:3]=[CH:4][C:5]([NH:24][C:25]([O:27][C:28]([CH3:31])([CH3:30])[CH3:29])=[O:26])=[C:6]([CH2:8][CH2:9][C:10]2[CH:11]=[C:12]([NH:16][C:17](=[O:23])[O:18][C:19]([CH3:22])([CH3:21])[CH3:20])[CH:13]=[N:14][CH:15]=2)[CH:7]=1. Procedure: To a solution of tert-butyl [5-({5-amino-2-[(tert-butoxycarbonyl)amino]phenyl}ethynyl)pyridin-3-yl]carbamate (1.50 g, 3.53 mmol) in methanol (30 mL) was added 10% palladium on carbon (150 mg, 0.141 mmol), and the mixture was hydrogenated under 25 psi of H2 for 2 hours with shaking. The solution was filtered through a pad of celite, and filtrate was concentrated. The residue was purified by flash column chromatography to give the desired product (1.40 g, 92%). LCMS calculated for C23H33N4O4(M+H)+... The reactants are CC=1OC(=CC(C1)=O)C (2,6-Dimethyl-4-pyranone), COC=1C=CC(=CC1)P2(=S)SP(=S)(S2)C=3C=CC(=CC3)OC (Lawesson's reagent), COC=1C=CC(=CC1)P2(=S)SP(=S)(S2)C=3C=CC(=CC3)OC (Lawesson's reagent). Run in C1(=CC=CC=C1)C (toluene). Run at temperature 100 celsius. Yields the product CC=1SC(=CC(C1)=O)C (2,6-Dimethyl-4-thiopyranone). The yield is 181.6%. Reaction SMILES: [CH3:1][C:2]1O[C:4]([CH3:9])=[CH:5][C:6](=[O:8])[CH:7]=1.COC1C=CC(P2(SP(C3C=CC(OC)=CC=3)(=S)S2)=[S:19])=CC=1>C1(C)C=CC=CC=1>[CH3:1][C:2]1[S:19][C:4]([CH3:9])=[CH:5][C:6](=[O:8])[CH:7]=1. Procedure: 2,6-Dimethyl-4-pyranone (0.25 g, 2.0 mmol) in toluene (10 ml) was treated with Lawesson's reagent (0.22 g, 1.1 mmol) and heated at 100° C. for 3h. A further quantity of Lawesson's reagent (0.22 g, 1.1 mmol) was added and the mixture heated at 100° C. for 0.75h. The mixture was allowed to cool, then purified on silica gel 60 eluting with ethanol and dichloromethane (1:9) to give the title compound (0.28 g, 98%).